From a dataset of the Open Reaction Database (ORD), a public repository of structured organic reaction records. describe an organic reaction: reactants, conditions, products, and yield The reactants are C1(=CC=CC=C1)P(C1=CC=CC=2C(C3=CC=CC(=C3OC12)P(C1=CC=CC=C1)C1=CC=CC=C1)(C)C)C1=CC=CC=C1 (4,5-bis(diphenylphosphino)-9,9-dimethylxanthene), C([O-])([O-])=O.[Cs+].[Cs+] (cesium carbonate), BrC1=C(C(=C(C#N)C=C1)F)C (4-bromo-2-fluoro-3-methylbenzonitrile), O[C@]1(CC(N[C@H]1C)=O)C ((4S,5S)-4-hydroxy-4,5-dimethylpyrrolidin-2-one). Reagents/catalysts: C=1C=CC(=CC1)/C=C/C(=O)/C=C/C2=CC=CC=C2.C=1C=CC(=CC1)/C=C/C(=O)/C=C/C2=CC=CC=C2.C=1C=CC(=CC1)/C=C/C(=O)/C=C/C2=CC=CC=C2.[Pd].[Pd] (tris(dibenzylideneacetone)dipalladium(0)). Yields the product FC1=C(C#N)C=CC(=C1C)N1[C@H]([C@@](CC1=O)(C)O)C (2-fluoro-4-[(2S,3S)-3-hydroxy-2,3-dimethyl-5-oxopyrrolidin-1-yl]-3-methylbenzonitrile), crystals. The yield is 63.0%. RXN SMILES: Br[C:2]1[CH:9]=[CH:8][C:5]([C:6]#[N:7])=[C:4]([F:10])[C:3]=1[CH3:11].[OH:12][C@:13]1([CH3:20])[C@H:17]([CH3:18])[NH:16][C:15](=[O:19])[CH2:14]1.C1(P(C2C=CC=CC=2)C2C3OC4C(=CC=CC=4P(C4C=CC=CC=4)C4C=CC=CC=4)C(C)(C)C=3C=CC=2)C=CC=CC=1.C(=O)([O-])[O-].[Cs+].[Cs+]>C1C=CC(/C=C/C(/C=C/C2C=CC=CC=2)=O)=CC=1.C1C=CC(/C=C/C(/C=C/C2C=CC=CC=2)=O)=CC=1.C1C=CC(/C=C/C(/C=C/C2C=CC=CC=2)=O)=CC=1.[Pd].[Pd]>[F:10][C:4]1[C:3]([CH3:11])=[C:2]([N:16]2[C:15](=[O:19])[CH2:14][C@@:13]([OH:12])([CH3:20])[C@@H:17]2[CH3:18])[CH:9]=[CH:8][C:5]=1[C:6]#[N:7] |f:3.4.5,6.7.8.9.10|. Reported procedure: Using 4-bromo-2-fluoro-3-methylbenzonitrile (484 mg), (4S,5S)-4-hydroxy-4,5-dimethylpyrrolidin-2-one (350 mg), 4,5-bis(diphenylphosphino)-9,9-dimethylxanthene (200 mg), tris(dibenzylideneacetone)dipalladium(0) (103 mg) and cesium carbonate (1.08 g), and in the same manner as in Example 62, the title compound was obtained as colorless crystals (yield: 376 mg, 63%). Starting materials: O=C(O)c1ccc(Br)s1, COc1ccc(S(=O)(=O)[O-])c(OC)c1-c1ccccc1P(C1CCCCC1)C1CCCCC1, [K+], [K+], [Na+], O=C([O-])[O-], CC(=O)[O-], CC(=O)[O-], O, [Pd+2], OB(O)c1ccoc1. Yields the product O=C(O)c1ccc(-c2ccoc2)s1. Reaction SMILES: [Br:1][c:2]1[cH:3][cH:4][c:5]([C:7](=[O:8])[OH:9])[s:6]1.[CH:18]1([P:19]([CH:20]2[CH2:21][CH2:22][CH2:23][CH2:24][CH2:25]2)[c:26]2[cH:27][cH:28][cH:29][cH:30][c:31]2-[c:32]2[c:33]([O:34][CH3:35])[cH:36][cH:37][c:38]([S:39]([O-:40])(=[O:41])=[O:42])[c:43]2[O:44][CH3:45])[CH2:46][CH2:47][CH2:48][CH2:49][CH2:50]1.[K+:52].[K+:53].[Na+:51].[O-:54][C:55]([O-:56])=[O:57].[O-:59][C:60]([CH3:61])=[O:62].[O-:63][C:64]([CH3:65])=[O:66].[OH2:67].[Pd+2:58].[o:10]1[cH:11][c:12]([B:15]([OH:16])[OH:17])[cH:13][cH:14]1>>[c:2]1(-[c:12]2[cH:11][o:10][cH:14][cH:13]2)[cH:3][cH:4][c:5]([C:7](=[O:8])[OH:9])[s:6]1. Starting materials: O=C([O-])O, Cc1ccccc1, CCO, OB(O)c1cc(Cl)cc(Cl)c1, N#Cc1nn(-c2c(Cl)cc(C(F)(F)F)cc2Cl)c(N)c1I, [Na+], O, c1ccc(P(c2ccccc2)(c2ccccc2)[Pd](P(c2ccccc2)(c2ccccc2)c2ccccc2)(P(c2ccccc2)(c2ccccc2)c2ccccc2)P(c2ccccc2)(c2ccccc2)c2ccccc2)cc1. RXN SMILES: [C:22](=[O:23])([O-:24])[OH:25].[CH3:39][c:40]1[cH:41][cH:42][cH:43][cH:44][cH:45]1.[CH3:46][CH2:47][OH:48].[Cl:27][c:28]1[cH:29][c:30]([B:35]([OH:36])[OH:37])[cH:31][c:32]([Cl:34])[cH:33]1.[NH2:1][c:2]1[c:3]([I:21])[c:4]([C:19]#[N:20])[n:5][n:6]1-[c:7]1[c:8]([Cl:18])[cH:9][c:10]([C:14]([F:15])([F:16])[F:17])[cH:11][c:12]1[Cl:13].[Na+:26].[OH2:38].[cH:49]1[cH:50][cH:51][c:52]([P:53]([Pd:54]([P:55]([c:56]2[cH:57][cH:58][cH:59][cH:60][cH:61]2)([c:62]2[cH:63][cH:64][cH:65][cH:66][cH:67]2)[c:68]2[cH:69][cH:70][cH:71][cH:72][cH:73]2)([P:74]([c:75]2[cH:76][cH:77][cH:78][cH:79][cH:80]2)([c:81]2[cH:82][cH:83][cH:84][cH:85][cH:86]2)[c:87]2[cH:88][cH:89][cH:90][cH:91][cH:92]2)[P:93]([c:94]2[cH:95][cH:96][cH:97][cH:98][cH:99]2)([c:100]2[cH:101][cH:102][cH:103][cH:104][cH:105]2)[c:106]2[cH:107][cH:108][cH:109][cH:110][cH:111]2)([c:112]2[cH:113][cH:114][cH:115][cH:116][cH:117]2)[c:118]2[cH:119][cH:120][cH:121][cH:122][cH:123]2)[cH:124][cH:125]1>>[NH2:1][c:2]1[c:3](-[c:30]2[cH:29][c:28]([Cl:27])[cH:33][c:32]([Cl:34])[cH:31]2)[c:4]([C:19]#[N:20])[n:5][n:6]1-[c:7]1[c:8]([Cl:18])[cH:9][c:10]([C:14]([F:15])([F:16])[F:17])[cH:11][c:12]1[Cl:13]. Product: N#Cc1nn(-c2c(Cl)cc(C(F)(F)F)cc2Cl)c(N)c1-c1cc(Cl)cc(Cl)c1. As a reaction SMILES: [CH3:29][S:30](=[O:31])(=[O:32])[Cl:33].[H-:28].[Na+:27].[O:34]1[CH2:35][CH2:36][CH2:37][CH2:38]1.[OH:1][CH2:2][CH2:3][n:4]1[n:5][c:6](-[c:21]2[n:22][cH:23][cH:24][cH:25][cH:26]2)[c:7](-[c:11]2[cH:12][cH:13][n:14][c:15]3[cH:16][cH:17][cH:18][cH:19][c:20]23)[c:8]1[CH2:9][OH:10]>>[O:1]1[CH2:2][CH2:3][n:4]2[n:5][c:6](-[c:21]3[n:22][cH:23][cH:24][cH:25][cH:26]3)[c:7](-[c:11]3[cH:12][cH:13][n:14][c:15]4[cH:16][cH:17][cH:18][cH:19][c:20]34)[c:8]2[CH2:9]1. Product: c1ccc(-c2nn3c(c2-c2ccnc4ccccc24)COCC3)nc1. Reactants: CS(=O)(=O)Cl, [H-], [Na+], C1CCOC1, OCCn1nc(-c2ccccn2)c(-c2ccnc3ccccc23)c1CO.